Dataset: the Open Reaction Database (ORD), a public repository of structured organic reaction records. Task: describe an organic reaction: reactants, conditions, products, and yield Starting materials: ClC1=CC=C(C=C1)C(C(=O)O)(C)C (2-(4-chlorophenyl)-2-methylpropanoic acid), NCCCN1CCC(CC1)C=1C=CC(=C(C1)NC(C(C)C)=O)F (N-{5-[1-(3-aminopropyl)-4-piperidinyl]-2-fluorophenyl}-2-methylpropanamide). The product is ClC1=CC=C(C=C1)C(C(=O)NCCCN1CCC(CC1)C1=CC(=C(C=C1)F)NC(C(C)C)=O)(C)C (2-(4-CHLOROPHENYL)-N-(3-{4-[4-FLUORO-3-(ISOBUTYRYLAMINO)PHENYL]-1-PIPERIDINYL}PROPYL)-2-METHYLPROPANAMIDE). RXN SMILES: [Cl:1][C:2]1[CH:7]=[CH:6][C:5]([C:8]([CH3:13])([CH3:12])[C:9]([OH:11])=O)=[CH:4][CH:3]=1.[NH2:14][CH2:15][CH2:16][CH2:17][N:18]1[CH2:23][CH2:22][CH:21]([C:24]2[CH:25]=[CH:26][C:27]([F:36])=[C:28]([NH:30][C:31](=[O:35])[CH:32]([CH3:34])[CH3:33])[CH:29]=2)[CH2:20][CH2:19]1>>[Cl:1][C:2]1[CH:3]=[CH:4][C:5]([C:8]([CH3:13])([CH3:12])[C:9]([NH:14][CH2:15][CH2:16][CH2:17][N:18]2[CH2:23][CH2:22][CH:21]([C:24]3[CH:25]=[CH:26][C:27]([F:36])=[C:28]([NH:30][C:31](=[O:35])[CH:32]([CH3:33])[CH3:34])[CH:29]=3)[CH2:20][CH2:19]2)=[O:11])=[CH:6][CH:7]=1. Procedure: Example 49 was prepared from 2-(4-chlorophenyl)-2-methylpropanoic acid and N-{5-[1-(3-aminopropyl)-4-piperidinyl]-2-fluorophenyl}-2-methylpropanamide according to the procedures described in Scheme 9: 1H NMR (400 MHz, CDCl3) δ 8.34–8.20 (m, 1H), 7.46–7.14 (m, 5H), 7.10–6.95 (m, 1H), 6.92–6.77 (br, 1H), 6.74–6.59 (br, 1H), 3.39–3.25 (m, 2H), 3.00–2.82 (m, 2H), 2.67–2.51 (m, 1H), 2.51–2.40 (m, 1H), 2.40–2.27 (m, 2H), 2.03–1.86 (m, 2H), 1.85–1.71 (m, 2H), 1.71–1.57 (m, 4H), 1.56 (s, 6H), 1.27 (d, 6... The reactants are C(C1=CC=CC=C1)S (Benzyl thiol), ClC1=NC=C(C=N1)Br (2-chloro-5-bromopyrimidine). The solvent is CC[O-].[Na+] (NaOEt). Conditions: time 70 minute. Product: C(C1=CC=CC=C1)SC1=NC=C(C=N1)Br (2-Benzylthio-5-bromopyrimidine). The yield is 81.0%. As a reaction SMILES: [CH2:1]([SH:8])[C:2]1[CH:7]=[CH:6][CH:5]=[CH:4][CH:3]=1.Cl[C:10]1[N:15]=[CH:14][C:13]([Br:16])=[CH:12][N:11]=1>CC[O-].[Na+]>[CH2:1]([S:8][C:10]1[N:15]=[CH:14][C:13]([Br:16])=[CH:12][N:11]=1)[C:2]1[CH:7]=[CH:6][CH:5]=[CH:4][CH:3]=1 |f:2.3|. Procedure: Benzyl thiol (22 mmol) was added to 0.146 M ethanolic NaOEt (150 ml) at room temperature followed by 2-chloro-5-bromopyrimidine (20 mmol). The mixture was stirred at room temperature for 70 min, heated under reflux for 40 min, the solvent evaporated off at reduced pressure, the residue extracted with chloroform (100 ml), the chloroform solution washed with 2 M NaOH, and the dried (MgSO4) solution evaporated; yield 81%, m.p. 68°-69° C. (dil. MeOH). 1H NMR (CDCl3): δ4.36 (CH2), 7.26 (Ph), 8.50. (H... Run in CN(C)C=O (DMF). As a reaction SMILES: [NH2:1][C:2]1[CH:7]=[CH:6][C:5]([C@@H:8]2[CH2:10][C@H:9]2[N:11]([CH2:19][CH:20]2[CH2:22][CH2:21]2)[C:12](=[O:18])[O:13][C:14]([CH3:17])([CH3:16])[CH3:15])=[CH:4][CH:3]=1.[CH3:23][N:24]1[CH:28]=[C:27]([C:29](O)=[O:30])[CH:26]=[N:25]1.Cl.C(N=C=NCCCN(C)C)C.O>CN(C=O)C>[C:14]([O:13][C:12](=[O:18])[N:11]([CH2:19][CH:20]1[CH2:22][CH2:21]1)[C@@H:9]1[CH2:10][C@H:8]1[C:5]1[CH:6]=[CH:7][C:2]([NH:1][C:29]([C:27]2[CH:26]=[N:25][N:24]([CH3:23])[CH:28]=2)=[O:30])=[CH:3][CH:4]=1)([CH3:17])([CH3:16])[CH3:15] |f:2.3|. Yield: 98.6%. Procedure: To a solution of tert-butyl [trans-2-(4-aminophenyl)cyclopropyl](cyclopropylmethyl)carbamate (85.8 mg) and 1-methyl-1H-pyrazole-4-carboxylic acid (42.9 mg) in DMF (1.42 mL) was added N-ethyl-N′-(3-dimethylaminopropyl)carbodiimide hydrochloride (82 mg). The mixture was stirred at room temperature overnight, and poured into water. The mixture was extracted with ethyl acetate, and the extract was washed successively with saturated aqueous sodium hydrogen carbonate solution and saturated brine, and ... Product: C(C)(C)(C)OC(N([C@H]1[C@@H](C1)C1=CC=C(C=C1)NC(=O)C=1C=NN(C1)C)CC1CC1)=O (tert-butyl(cyclopropylmethyl)[trans-2-(4-{[(1-methyl-1H-pyrazol-4-yl)carbonyl]amino}phenyl)cyclopropyl]carbamate). Reaction conditions: time 8 hour. Reactants: O (water), NC1=CC=C(C=C1)[C@H]1[C@@H](C1)N(C(OC(C)(C)C)=O)CC1CC1 (tert-butyl [trans-2-(4-aminophenyl)cyclopropyl](cyclopropylmethyl)carbamate), CN1N=CC(=C1)C(=O)O (1-methyl-1H-pyrazole-4-carboxylic acid), Cl.C(C)N=C=NCCCN(C)C (N-ethyl-N′-(3-dimethylaminopropyl)carbodiimide hydrochloride). Reactants: CC(N)C(C)(C)C, CC#N, O=C(CCCl)c1ccc(F)cc1, [K+], [K+], O=C([O-])[O-]. Yields the product CC(NCCC(=O)c1ccc(F)cc1)C(C)(C)C. RXN SMILES: [CH3:19][C:20]([CH:21]([CH3:22])[NH2:23])([CH3:24])[CH3:25].[CH3:26][C:27]#[N:28].[Cl:1][CH2:2][CH2:3][C:4](=[O:5])[c:6]1[cH:7][cH:8][c:9]([F:12])[cH:10][cH:11]1.[K+:13].[K+:14].[O-:15][C:16]([O-:17])=[O:18]>>[CH2:2]([CH2:3][C:4](=[O:5])[c:6]1[cH:7][cH:8][c:9]([F:12])[cH:10][cH:11]1)[NH:23][CH:21]([C:20]([CH3:19])([CH3:24])[CH3:25])[CH3:22]. Reactants: C(C)(C)NC(=O)C=1N(C(=CC(C1OCC1=CC=CC=C1)=O)CNS(=O)(=O)C=1C(=CC=CC1)C)C (3-Benzyloxy-1-methyl-4-oxo-6-[(toluene-2-sulfonylamino)-methyl]-1,4-dihydro-pyridine-2-carboxylic acid isopropylamide), C1(=CC=CC=C1)S(=O)(=O)C(C1=CC(C(=C(N1C)C(=O)O)O)=O)N (6-(benzene sulfonyl amino-methyl)-3-hydroxy-1-methyl-4-oxo-1,4-dihydro-pyridine-2-carboxylic acid). Yields the product C(C)(C)NC(=O)C=1N(C(=CC(C1O)=O)CNS(=O)(=O)C=1C(=CC=CC1)C)C (3-Hydroxy-1-methyl-4-oxo-6-[(toluene-2-sulfonylamino)-methyl]-1,4-dihydro-pyridine-2-carboxylic acid isopropylamide). The yield is 54.0%. Reaction SMILES: [CH:1]([NH:4][C:5]([C:7]1[N:8]([CH3:34])[C:9]([CH2:22][NH:23][S:24]([C:27]2[C:28]([CH3:33])=[CH:29][CH:30]=[CH:31][CH:32]=2)(=[O:26])=[O:25])=[CH:10][C:11](=[O:21])[C:12]=1[O:13]CC1C=CC=CC=1)=[O:6])([CH3:3])[CH3:2].C1(S(C(N)C2N(C)C(C(O)=O)=C(O)C(=O)C=2)(=O)=O)C=CC=CC=1>>[CH:1]([NH:4][C:5]([C:7]1[N:8]([CH3:34])[C:9]([CH2:22][NH:23][S:24]([C:27]2[C:28]([CH3:33])=[CH:29][CH:30]=[CH:31][CH:32]=2)(=[O:25])=[O:26])=[CH:10][C:11](=[O:21])[C:12]=1[OH:13])=[O:6])([CH3:3])[CH3:2]. Procedure: 3-Hydroxy-1-methyl-4-oxo-6-[(toluene-2-sulfonylamino)-methyl]-1,4-dihydro-pyridine-2-carboxylic acid isopropylamide (18-02) (110.0 mg, 54.01%, purified by Prep-HPLC) was synthesized as an off white solid from 3-benzyloxy-1-methyl-4-oxo-6-[(toluene-2-sulfonylamino)-methyl]-1,4-dihydro-pyridine-2-carboxylic acid isopropylamide (17-02) (250.0 mg, 0.518 mmol) following the procedure described for 6-(benzene sulfonyl amino-methyl)-3-hydroxy-1-methyl-4-oxo-1,4-dihydro-pyridine-2-carboxylic acid (14-01...